This data is from the Open Reaction Database (ORD), a public repository of structured organic reaction records. The task is: describe an organic reaction: reactants, conditions, products, and yield Starting materials: CC(=O)c1ccc(Br)cc1O, CC(C)(C)OC(=O)N1CCC(=O)CC1, COC(=O)C=Cc1ccc2c(c1)C(=O)CC1(CCNCC1)O2. Yields the product CC(C)(C)OC(=O)N1CCC2(CC1)CC(=O)c1ccc(Br)cc1O2. Reaction SMILES: [Br:1][c:2]1[cH:3][c:4]([OH:11])[c:5]([C:8]([CH3:9])=[O:10])[cH:6][cH:7]1.[C:12](=[O:13])([O:14][C:15]([CH3:16])([CH3:17])[CH3:18])[N:19]1[CH2:20][CH2:21][C:22](=[O:25])[CH2:23][CH2:24]1.[CH3:26][O:27][C:28](=[O:29])[CH:30]=[CH:31][c:32]1[cH:33][c:34]2[c:35]([cH:36][cH:37]1)[O:38][C:39]1([CH2:40][CH2:41][NH:42][CH2:43][CH2:44]1)[CH2:45][C:46]2=[O:47]>>[Br:1][c:2]1[cH:3][c:4]2[c:5]([cH:6][cH:7]1)[C:8](=[O:10])[CH2:9][C:22]1([O:11]2)[CH2:21][CH2:20][N:19]([C:12](=[O:13])[O:14][C:15]([CH3:16])([CH3:17])[CH3:18])[CH2:24][CH2:23]1. Reactants: O (water), C(CCCCCCCCCCCCCCC)O (palmityl alcohol), N1=CC=CC=C1 (pyridine), C1(=CC=C(C=C1)S(=O)(=O)Cl)C (toluene4-sulphonyl chloride). Solvent: ClCCl (dichloromethane). Run at temperature 40 celsius, time 1 hour. Yields the product C1(=CC=C(C=C1)S(=O)(=O)OCCCCCCCCCCCCCCCC)C (palmityl toluene-4-sulfonate). As a reaction SMILES: [CH2:1]([OH:17])[CH2:2][CH2:3][CH2:4][CH2:5][CH2:6][CH2:7][CH2:8][CH2:9][CH2:10][CH2:11][CH2:12][CH2:13][CH2:14][CH2:15][CH3:16].N1C=CC=CC=1.[C:24]1([CH3:34])[CH:29]=[CH:28][C:27]([S:30](Cl)(=[O:32])=[O:31])=[CH:26][CH:25]=1.O>ClCCl>[C:24]1([CH3:34])[CH:29]=[CH:28][C:27]([S:30]([O:17][CH2:1][CH2:2][CH2:3][CH2:4][CH2:5][CH2:6][CH2:7][CH2:8][CH2:9][CH2:10][CH2:11][CH2:12][CH2:13][CH2:14][CH2:15][CH3:16])(=[O:32])=[O:31])=[CH:26][CH:25]=1. Reported procedure: 10 mmol palmityl alcohol and 20 mmol pyridine are dissolved in 100 ml dry dichloromethane. 10 mmol toluene4-sulphonyl chloride is slowly added and the mixture is heated to 40° C. with stirring for 1 hour. The reaction is cooled to room temperature and 25 ml cold water is added to stop the reaction. The mixture is washed with 3×50 ml cold, 1% aqueous sulfuric acid to remove the pyridine followed by 3×25 ml cold water and evaporation to yield palmityl toluene-4-sulfonate. Reactants: CC(=O)O, CCS(=O)(=O)N1CCC(c2c[nH]c3c(C(N)=O)cc(-c4cccc(C=O)c4)cc23)CC1, NC1CC1, ClCCl. The product is CCS(=O)(=O)N1CCC(c2c[nH]c3c(C(N)=O)cc(-c4cccc(CNC5CC5)c4)cc23)CC1. As a reaction SMILES: [C:36]([OH:37])(=[O:38])[CH3:39].[CH2:1]([CH3:2])[S:3](=[O:4])(=[O:5])[N:6]1[CH2:7][CH2:8][CH:9]([c:12]2[cH:13][nH:14][c:15]3[c:16]([C:29](=[O:30])[NH2:31])[cH:17][c:18](-[c:21]4[cH:22][c:23]([CH:27]=[O:28])[cH:24][cH:25][cH:26]4)[cH:19][c:20]23)[CH2:10][CH2:11]1.[CH:32]1([NH2:35])[CH2:33][CH2:34]1.[Cl:40][CH2:41][Cl:42]>>[CH2:1]([CH3:2])[S:3](=[O:4])(=[O:5])[N:6]1[CH2:7][CH2:8][CH:9]([c:12]2[cH:13][nH:14][c:15]3[c:16]([C:29](=[O:30])[NH2:31])[cH:17][c:18](-[c:21]4[cH:22][c:23]([CH2:27][NH:35][CH:32]5[CH2:33][CH2:34]5)[cH:24][cH:25][cH:26]4)[cH:19][c:20]23)[CH2:10][CH2:11]1.